The task is: describe an organic reaction: reactants, conditions, products, and yield. This data is from the Open Reaction Database (ORD), a public repository of structured organic reaction records. The reactants are [Cl-].[NH4+] (ammonium chloride), C(C)OCC (diethyl ether), CC(C#N)(C(N1CCCCC1)=O)C (2,2-dimethyl-3-oxo-3-(1-piperidinyl)propanenitrile), solution, [H-].[H-].[H-].[H-].[Li+].[Al+3] (LAH). Run in C1CCOC1 (THF), C1CCOC1 (THF). Conditions: time 6 hour. Yields the product CC(CN)(CN1CCCCC1)C (2,2-dimethyl-3-(1-piperidinyl)-1-propanamine). As a reaction SMILES: [CH3:1][C:2]([CH3:13])([C:5](=O)[N:6]1[CH2:11][CH2:10][CH2:9][CH2:8][CH2:7]1)[C:3]#[N:4].[H-].[H-].[H-].[H-].[Li+].[Al+3].[Cl-].[NH4+].C(OCC)C>C1COCC1>[CH3:1][C:2]([CH3:13])([CH2:5][N:6]1[CH2:11][CH2:10][CH2:9][CH2:8][CH2:7]1)[CH2:3][NH2:4] |f:1.2.3.4.5.6,7.8|. Procedure details: A solution of Example 393A (0.9 g, 5 mmol) in 10 mL of THF was treated with a 1M solution of LAH in THF (10 mL, 10 mmol), stirred at room temperature for 6 hours, cooled to 0° C., and treated with 10 mL of saturated ammonium chloride and 30 mL of diethyl ether. The organic layer was washed with saturated ammonium chloride solution (3×), dried (Na2SO4), filtered, and concentrated to provide the desired product. MS (ESI(+)) m/e 171 (M+H)+.